This data is from the Open Reaction Database (ORD), a public repository of structured organic reaction records. The task is: describe an organic reaction: reactants, conditions, products, and yield Starting materials: CC(=O)O, N#CCc1ccc(Cl)c(C(F)(F)F)c1, Cl, O. RXN SMILES: [CH3:1][C:2]([OH:3])=[O:4].[Cl:6][c:7]1[c:8]([C:16]([F:17])([F:18])[F:19])[cH:9][c:10]([CH2:13][C:14]#[N:15])[cH:11][cH:12]1.[ClH:5].[OH2:20]>>[CH2:1]([C:2]([OH:3])=[O:4])[c:10]1[cH:9][c:8]([C:16]([F:17])([F:18])[F:19])[c:7]([Cl:6])[cH:12][cH:11]1. Yields the product O=C(O)Cc1ccc(Cl)c(C(F)(F)F)c1. Reactants: N1C(=CC2=CC=CC=C12)C(=O)O (Indole-2-carboxylic acid), CO (methanol). Product: COC(=O)C=1NC2=CC=CC=C2C1 (2-Methoxycarbonylindole). Reaction SMILES: [NH:1]1[C:9]2[C:4](=[CH:5][CH:6]=[CH:7][CH:8]=2)[CH:3]=[C:2]1[C:10]([OH:12])=[O:11].[CH3:13]O>>[CH3:13][O:11][C:10]([C:2]1[NH:1][C:9]2[C:4]([CH:3]=1)=[CH:5][CH:6]=[CH:7][CH:8]=2)=[O:12]. Reported procedure: 50 g Indole-2-carboxylic acid were stirred with 400 ml methanol/10% H2SO4 for 48 hours. The resulting crystals were filtered off and washed with methanol giving 51.3 g product.